From a dataset of the Open Reaction Database (ORD), a public repository of structured organic reaction records. describe an organic reaction: reactants, conditions, products, and yield The reactants are O=C1CCC(N2Cc3c(OCc4ccc(CBr)cc4)cccc3C2=O)C(=O)N1, CC#N, CCOC(C)=O, CCN(C(C)C)C(C)C, CC(C)S(=O)(=O)N1CCNCC1, Cl, [Na+], O=C([O-])O. Yields the product CC(C)S(=O)(=O)N1CCN(Cc2ccc(COc3cccc4c3CN(C3CCC(=O)NC3=O)C4=O)cc2)CC1. As a reaction SMILES: [Br:23][CH2:24][c:25]1[cH:26][cH:27][c:28]([CH2:29][O:30][c:31]2[c:32]3[c:36]([cH:37][cH:38][cH:39]2)[C:35](=[O:40])[N:34]([CH:41]2[C:42](=[O:48])[NH:43][C:44](=[O:47])[CH2:45][CH2:46]2)[CH2:33]3)[cH:49][cH:50]1.[CH3:56][C:57]#[N:58].[CH3:59][CH2:60][O:61][C:62]([CH3:63])=[O:64].[CH:14]([N:15]([CH2:16][CH3:17])[CH:18]([CH3:19])[CH3:20])([CH3:21])[CH3:22].[CH:2]([CH3:3])([CH3:4])[S:5](=[O:6])(=[O:7])[N:8]1[CH2:9][CH2:10][NH:11][CH2:12][CH2:13]1.[ClH:1].[Na+:55].[O-:51][C:52]([OH:53])=[O:54]>>[CH:2]([CH3:3])([CH3:4])[S:5](=[O:6])(=[O:7])[N:8]1[CH2:9][CH2:10][N:11]([CH2:24][c:25]2[cH:26][cH:27][c:28]([CH2:29][O:30][c:31]3[c:32]4[c:36]([cH:37][cH:38][cH:39]3)[C:35](=[O:40])[N:34]([CH:41]3[C:42](=[O:48])[NH:43][C:44](=[O:47])[CH2:45][CH2:46]3)[CH2:33]4)[cH:49][cH:50]2)[CH2:12][CH2:13]1. Reactants: [BH4-], CCS(N)(=O)=O, Cc1ccccc1, CC(C)[O-], CC(C)[O-], CC(C)[O-], CC(C)[O-], CO, Cn1c(-c2cncc(C=O)c2)cc2ccc(Cl)nc21, [Na+], O, [Ti+4]. The product is CCS(=O)(=O)NCc1cncc(-c2cc3ccc(Cl)nc3n2C)c1. As a reaction SMILES: [BH4-:33].[CH2:20]([CH3:21])[S:22](=[O:23])(=[O:24])[NH2:25].[CH3:26][c:27]1[cH:28][cH:29][cH:30][cH:31][cH:32]1.[CH3:35][CH:36]([CH3:37])[O-:38].[CH3:40][CH:41]([CH3:42])[O-:43].[CH3:44][CH:45]([CH3:46])[O-:47].[CH3:48][CH:49]([CH3:50])[O-:51].[CH3:53][OH:54].[Cl:1][c:2]1[cH:3][cH:4][c:5]2[c:6]([n:7]1)[n:8]([CH3:19])[c:9](-[c:11]1[cH:12][c:13]([CH:17]=[O:18])[cH:14][n:15][cH:16]1)[cH:10]2.[Na+:34].[OH2:52].[Ti+4:39]>>[Cl:1][c:2]1[cH:3][cH:4][c:5]2[c:6]([n:7]1)[n:8]([CH3:19])[c:9](-[c:11]1[cH:12][c:13]([CH2:17][NH:25][S:22]([CH2:20][CH3:21])(=[O:23])=[O:24])[cH:14][n:15][cH:16]1)[cH:10]2. The reactants are CCBr, CC1=CCCC(C)(C)C1C=CC(C)N(C)C. Yields the product [Br-], CC[N+](C)(C)C(C)C=CC1C(C)=CCCC1(C)C. RXN SMILES: [CH2:17]([CH3:18])[Br:19].[CH3:1][CH:2]([CH:3]=[CH:4][CH:5]1[C:6]([CH3:13])=[CH:7][CH2:8][CH2:9][C:10]1([CH3:11])[CH3:12])[N:14]([CH3:15])[CH3:16]>>[Br-:19].[CH3:1][CH:2]([CH:3]=[CH:4][CH:5]1[C:6]([CH3:13])=[CH:7][CH2:8][CH2:9][C:10]1([CH3:11])[CH3:12])[N+:14]([CH3:15])([CH3:16])[CH2:17][CH3:18]. Reactants: O(C1=CC=CC=C1)C1=CC=C(C=C1)O (4-phenoxyphenol), C([O-])([O-])=O.[K+].[K+] (potassium carbonate), BrCCCCl (1-bromo-3-chloropropane). Solvent: CN(C=O)C (N,N-dimethylformamide). The product is ClCCCOC1=CC=C(C=C1)OC1=CC=CC=C1 (4-(3-chloropropoxy)-O-phenylphenol). RXN SMILES: [O:1]([C:8]1[CH:13]=[CH:12][C:11]([OH:14])=[CH:10][CH:9]=1)[C:2]1[CH:7]=[CH:6][CH:5]=[CH:4][CH:3]=1.C(=O)([O-])[O-].[K+].[K+].Br[CH2:22][CH2:23][CH2:24][Cl:25]>CN(C)C=O>[Cl:25][CH2:24][CH2:23][CH2:22][O:14][C:11]1[CH:10]=[CH:9][C:8]([O:1][C:2]2[CH:7]=[CH:6][CH:5]=[CH:4][CH:3]=2)=[CH:13][CH:12]=1 |f:1.2.3|. Reported procedure: Following the procedure described in example 1§E, but starting from 4-phenoxyphenol (950 mg), potassium carbonate (3.2 g) and 1-bromo-3-chloropropane (2.5 mL) in N,N-dimethylformamide (5 mL) affords 0.50 g of 4-(3-chloropropoxy)-O-phenylphenol used without any further purification. Starting materials: C(=O)C1=CC=C(C=C1)N(C1=CC=CC=C1)C1=CC=C(C=C1)C=O (Bis(4-formylphenyl)phenylamine), [BH4-].[Na+] (sodium borohydride). Run in C(C)O (ethanol). Yields the product OCC1=CC=C(C=C1)N(C1=CC=CC=C1)C1=CC=C(C=C1)CO (bis(4-hydroxymethylphenyl)phenylamine). RXN SMILES: [CH:1]([C:3]1[CH:8]=[CH:7][C:6]([N:9]([C:16]2[CH:21]=[CH:20][C:19]([CH:22]=[O:23])=[CH:18][CH:17]=2)[C:10]2[CH:15]=[CH:14][CH:13]=[CH:12][CH:11]=2)=[CH:5][CH:4]=1)=[O:2].[BH4-].[Na+]>C(O)C>[OH:23][CH2:22][C:19]1[CH:20]=[CH:21][C:16]([N:9]([C:6]2[CH:5]=[CH:4][C:3]([CH2:1][OH:2])=[CH:8][CH:7]=2)[C:10]2[CH:15]=[CH:14][CH:13]=[CH:12][CH:11]=2)=[CH:17][CH:18]=1 |f:1.2|. Reported procedure: Bis(4-formylphenyl)phenylamine was reduced in ethanol with 2 equivalents of sodium borohydride to obtain bis(4-hydroxymethylphenyl)phenylamine. The obtained bis(4-hydroxymethylphenyl)phenylamine was reacted with equimolar p-toluenesulfonylchloride to replace a hydroxyl group at one end with a toluenesulfonyl group, and then the resultant compound was reacted with trimethylphosphite to yield a triphenylamine phosphate derivative having the structure represented by the Formula (6), as an intermedi... Starting materials: 2S,4S, CS(=O)(=O)N1[C@@H](C[C@@H](C1)P(C1=CC=CC=C1)C1=CC=CC=C1)CO[Si](C)(C)C(C)(C)C ((2S,4S)-N-methanesulfonyl-2-tert-butyldimethylsilyloxymethyl-4-diphenylphosphinopyrrolidine), OO (hydrogen peroxide), Cl (hydrochloric acid), O (water). The solvent is CO (methanol), CO (methanol). Run at temperature 0 celsius, time 1 hour. Product: CS(=O)(=O)N1[C@@H](C[C@@H](C1)P(=O)(C1=CC=CC=C1)C1=CC=CC=C1)CO ((2S,4S)-N-methanesulfonyl-4-diphenylphosphinyl-2-hydroxymethylpyrrolidine). RXN SMILES: [CH3:1][S:2]([N:5]1[CH2:9][C@@H:8]([P:10]([C:17]2[CH:22]=[CH:21][CH:20]=[CH:19][CH:18]=2)[C:11]2[CH:16]=[CH:15][CH:14]=[CH:13][CH:12]=2)[CH2:7][C@H:6]1[CH2:23][O:24][Si](C(C)(C)C)(C)C)(=[O:4])=[O:3].[OH:32]O.Cl.O>CO>[CH3:1][S:2]([N:5]1[CH2:9][C@@H:8]([P:10]([C:17]2[CH:22]=[CH:21][CH:20]=[CH:19][CH:18]=2)([C:11]2[CH:16]=[CH:15][CH:14]=[CH:13][CH:12]=2)=[O:32])[CH2:7][C@H:6]1[CH2:23][OH:24])(=[O:4])=[O:3]. Procedure details: In 180 ml of methanol was dissolved 8.39 g (0.0176 mol) of 2S,4S)-N-methanesulfonyl-2 -tert-butyldimethlysilyloxymethyl-4-di-phosphinopyrrolidine [VI], and 11.85 g (0.0348 mol) of 10% hydrogen peroxide was added dropwise to the solution under ice-cooling. The mixture was stirred at 0° C. for one hour and then at room temperature for one hour. To the mixture was then slowly added dropwise a liquid mixture of 8.6 g of 35% hydrochloric acid, 52.7 g of water and 38.7 g of methanol, and the mixture w... The reactants are Nc1ccc(-c2nc(N3CC4CCC(C3)O4)c3cnn(CC(F)(F)F)c3n2)cc1, CC(C)(C)OC(=O)N1CC2COCC(C1)N2, C1CC2CNCC1O2, Cl, CC(C)(C)OC(=O)N1CC2COCC(C1)N2c1nc(-c2ccc([N+](=O)[O-])cc2)nc2c1cnn2CC(F)(F)F. Yields the product CC(C)(C)OC(=O)N1CC2COCC(C1)N2c1nc(-c2ccc(N)cc2)nc2c1cnn2CC(F)(F)F. RXN SMILES: [CH:40]12[O:41][CH:42]([CH2:43][CH2:44]1)[CH2:45][N:46]([c:47]1[n:48][c:49](-[c:50]3[cH:51][cH:52][c:53]([NH2:54])[cH:55][cH:56]3)[n:57][c:58]3[n:59]([CH2:60][C:61]([F:62])([F:63])[F:64])[n:65][cH:66][c:67]13)[CH2:68]2.[CH:69]12[NH:70][CH:71]([CH2:72][N:73]([C:74]([O:75][C:76]([CH3:77])([CH3:78])[CH3:79])=[O:80])[CH2:81]1)[CH2:82][O:83][CH2:84]2.[CH:86]12[O:87][CH:88]([CH2:89][CH2:90]1)[CH2:91][NH:92][CH2:93]2.[ClH:85].[N+:1]([O-:2])(=[O:3])[c:4]1[cH:5][cH:6][c:7](-[c:10]2[n:11][c:12]([N:24]3[CH:25]4[CH2:26][O:27][CH2:28][CH:29]3[CH2:30][N:31]([C:33](=[O:34])[O:35][C:36]([CH3:37])([CH3:38])[CH3:39])[CH2:32]4)[c:13]3[c:14]([n:15]2)[n:16]([CH2:19][C:20]([F:21])([F:22])[F:23])[n:17][cH:18]3)[cH:8][cH:9]1>>[NH2:1][c:4]1[cH:5][cH:6][c:7](-[c:10]2[n:11][c:12]([N:24]3[CH:25]4[CH2:26][O:27][CH2:28][CH:29]3[CH2:30][N:31]([C:33](=[O:34])[O:35][C:36]([CH3:37])([CH3:38])[CH3:39])[CH2:32]4)[c:13]3[c:14]([n:15]2)[n:16]([CH2:19][C:20]([F:21])([F:22])[F:23])[n:17][cH:18]3)[cH:8][cH:9]1.